Dataset: the Open Reaction Database (ORD), a public repository of structured organic reaction records. Task: describe an organic reaction: reactants, conditions, products, and yield The reactants are CC(=O)OCc1cccc([N+](=O)[O-])c1C, CO, O=[Pd]. Yields the product CC(=O)OCc1cccc(N)c1C. Reaction SMILES: [C:1]([CH3:2])(=[O:3])[O:4][CH2:5][c:6]1[c:7]([CH3:15])[c:8]([N+:12]([O-:13])=[O:14])[cH:9][cH:10][cH:11]1.[CH3:16][OH:17].[Pd:18]=[O:19]>>[C:1]([CH3:2])(=[O:3])[O:4][CH2:5][c:6]1[c:7]([CH3:15])[c:8]([NH2:12])[cH:9][cH:10][cH:11]1. The reactants are COC1=CC=2CC[C@]3([C@@H]4CCC([C@@]4(C)CC[C@@H]3C2C=C1)=O)C=C (3-methoxy-8β-vinyl-estra-1,3,5(10)-trien-17-one), Cl.[NH+]1=CC=CC=C1 (pyridinium hydrochloride). Reaction conditions: time 3 hour. The product is OC1=CC=2CC[C@]3([C@@H]4CCC([C@@]4(C)CC[C@@H]3C2C=C1)=O)C=C (3-hydroxy-8β-vinyl-estra-1,3,5(10)-trien-17-one). RXN SMILES: C[O:2][C:3]1[CH:20]=[CH:19][C:18]2[C@@H:17]3[C@:8]([CH:22]=[CH2:23])([C@H:9]4[C@@:13]([CH2:15][CH2:16]3)([CH3:14])[C:12](=[O:21])[CH2:11][CH2:10]4)[CH2:7][CH2:6][C:5]=2[CH:4]=1.Cl.[NH+]1C=CC=CC=1>>[OH:2][C:3]1[CH:20]=[CH:19][C:18]2[C@@H:17]3[C@:8]([CH:22]=[CH2:23])([C@H:9]4[C@@:13]([CH2:15][CH2:16]3)([CH3:14])[C:12](=[O:21])[CH2:11][CH2:10]4)[CH2:7][CH2:6][C:5]=2[CH:4]=1 |f:1.2|. Procedure details: 460 mg of 3-methoxy-8β-vinyl-estra-1,3,5(10)-trien-17-one was added to 9.2 g of pyridinium hydrochloride at 180° C. and stirred for 3 hours at the same temperature. Then, it was poured onto ice, the deposited precipitate was filtered off, washed with water and dried. The yield of 2-hydroxy-8β-vinyl-estra-1,3,5(10)-trien-17-one with a melting point of 239-242° C. amounted to 400 mg (90%).